Dataset: the Open Reaction Database (ORD), a public repository of structured organic reaction records. Task: describe an organic reaction: reactants, conditions, products, and yield Reactants: COC(=O)c1sccc1N(C(=O)C1CCC(C)CC1)C1CCN(C(=O)OCc2ccccc2)CC1, CCOC(C)=O. Product: COC(=O)c1sccc1N(C(=O)C1CCC(C)CC1)C1CCNCC1. As a reaction SMILES: [CH2:1]([O:2][C:3](=[O:4])[N:11]1[CH2:12][CH2:13][CH:14]([N:17]([C:18](=[O:19])[CH:20]2[CH2:21][CH2:22][CH:23]([CH3:26])[CH2:24][CH2:25]2)[c:27]2[c:28]([C:32](=[O:33])[O:34][CH3:35])[s:29][cH:30][cH:31]2)[CH2:15][CH2:16]1)[c:5]1[cH:6][cH:7][cH:8][cH:9][cH:10]1.[CH3:36][CH2:37][O:38][C:39]([CH3:40])=[O:41]>>[NH:11]1[CH2:12][CH2:13][CH:14]([N:17]([C:18](=[O:19])[CH:20]2[CH2:21][CH2:22][CH:23]([CH3:26])[CH2:24][CH2:25]2)[c:27]2[c:28]([C:32](=[O:33])[O:34][CH3:35])[s:29][cH:30][cH:31]2)[CH2:15][CH2:16]1. Reactants: C(C)(C)(C)C1=CC(=C(C=N1)C=1N([C@]([C@](N1)(C)C1=CC=C(C=C1)Cl)(C)C1=CC=C(C=C1)Cl)C(=O)N1CCC(CC1)CC(=O)O)OCC ({1-[(4S,5R)-2-(6-tert-butyl-4-ethoxy-pyridin-3-yl)-4,5-bis-(4-chloro-phenyl)-4,5-dimethyl-4,5-dihydro-imidazole-1-carbonyl]-piperidin-4-yl}-acetic acid), C[C@H](CN)CC ((S)-(−)-2-methylbutylamine). Product: C(C)(C)(C)C1=CC(=C(C=N1)C=1N([C@]([C@](N1)(C)C1=CC=C(C=C1)Cl)(C)C1=CC=C(C=C1)Cl)C(=O)N1CCC(CC1)CC(=O)NC[C@H](CC)C)OCC (2-{1-[(4S,5R)-2-(6-tert-Butyl-4-ethoxy-pyridin-3-yl)-4,5-bis-(4-chloro-phenyl)-4,5-dimethyl-4,5-dihydro-imidazole-1-carbonyl]-piperidin-4-yl}-N-((S)-2-methyl-butyl)-acetamide). Reaction SMILES: [C:1]([C:5]1[N:10]=[CH:9][C:8]([C:11]2[N:12]([C:32]([N:34]3[CH2:39][CH2:38][CH:37]([CH2:40][C:41](O)=[O:42])[CH2:36][CH2:35]3)=[O:33])[C@@:13]([C:25]3[CH:30]=[CH:29][C:28]([Cl:31])=[CH:27][CH:26]=3)([CH3:24])[C@@:14]([C:17]3[CH:22]=[CH:21][C:20]([Cl:23])=[CH:19][CH:18]=3)([CH3:16])[N:15]=2)=[C:7]([O:44][CH2:45][CH3:46])[CH:6]=1)([CH3:4])([CH3:3])[CH3:2].[CH3:47][C@@H:48]([CH2:51][CH3:52])[CH2:49][NH2:50]>>[C:1]([C:5]1[N:10]=[CH:9][C:8]([C:11]2[N:12]([C:32]([N:34]3[CH2:35][CH2:36][CH:37]([CH2:40][C:41]([NH:50][CH2:49][C@@H:48]([CH3:47])[CH2:51][CH3:52])=[O:42])[CH2:38][CH2:39]3)=[O:33])[C@@:13]([C:25]3[CH:30]=[CH:29][C:28]([Cl:31])=[CH:27][CH:26]=3)([CH3:24])[C@@:14]([C:17]3[CH:22]=[CH:21][C:20]([Cl:23])=[CH:19][CH:18]=3)([CH3:16])[N:15]=2)=[C:7]([O:44][CH2:45][CH3:46])[CH:6]=1)([CH3:3])([CH3:2])[CH3:4]. Reported procedure: In a manner analogous to the method described in example 163, {1-[(4S,5R)-2-(6-tert-butyl-4-ethoxy-pyridin-3-yl)-4,5-bis-(4-chloro-phenyl)-4,5-dimethyl-4,5-dihydro-imidazole-1-carbonyl]-piperidin-4-yl}-acetic acid was reacted with (S)-(−)-2-methylbutylamine (Alfa) to give the title product. LC-MS (ES+) 734 [(M+H)+]. The reactants are OC1CCCC1, [K+], [OH-], O, Cc1ccc(S(=O)(=O)Cl)cc1. Product: Cc1ccc(S(=O)(=O)OC2CCCC2)cc1. As a reaction SMILES: [CH:1]1([OH:6])[CH2:2][CH2:3][CH2:4][CH2:5]1.[K+:19].[OH-:18].[OH2:20].[c:7]1([CH3:17])[cH:8][cH:9][c:10]([S:13](=[O:14])(=[O:15])[Cl:16])[cH:11][cH:12]1>>[CH:1]1([O:6][S:13]([c:10]2[cH:9][cH:8][c:7]([CH3:17])[cH:12][cH:11]2)(=[O:14])=[O:15])[CH2:2][CH2:3][CH2:4][CH2:5]1.